Task: describe an organic reaction: reactants, conditions, products, and yield. Dataset: the Open Reaction Database (ORD), a public repository of structured organic reaction records Starting materials: ClC=1C(=CC(=NC1)C(=O)O)OCC1CC1 (5-chloro-4-cyclopropylmethoxy-pyridine-2-carboxylic acid), N[C@H](CO)CC(C)C ((2S)-2-amino-4-methyl-1-pentanol). Product: OC[C@H](CC(C)C)NC(=O)C1=NC=C(C(=C1)OCC1CC1)Cl (5-Chloro-4-cyclopropylmethoxy-pyridine-2-carboxylic acid ((S)-1-hydroxymethyl-3-methyl-butyl)-amide). Reaction SMILES: [Cl:1][C:2]1[C:3]([O:11][CH2:12][CH:13]2[CH2:15][CH2:14]2)=[CH:4][C:5]([C:8]([OH:10])=O)=[N:6][CH:7]=1.[NH2:16][C@@H:17]([CH2:20][CH:21]([CH3:23])[CH3:22])[CH2:18][OH:19]>>[OH:19][CH2:18][C@@H:17]([NH:16][C:8]([C:5]1[CH:4]=[C:3]([O:11][CH2:12][CH:13]2[CH2:15][CH2:14]2)[C:2]([Cl:1])=[CH:7][N:6]=1)=[O:10])[CH2:20][CH:21]([CH3:23])[CH3:22]. Reported procedure: The title compound was synthesized in analogy to Example 1, using 5-chloro-4-cyclopropylmethoxy-pyridine-2-carboxylic acid and (2S)-2-amino-4-methyl-1-pentanol (CAN 7533-40-6) as starting materials and isolated (19.4 mg, 59%) as white solid; MS (ESI, m/z): 327.1 (MH+). Reactants: FC(C=1C=C(C=C(C1)C(F)(F)F)NC(C1=C(C=CC(=C1)I)O)=O)(F)F (N-[3,5-bis(trifluoromethyl)phenyl]-2-hydroxy-5-iodobenzamide), C1(=CC=CC=C1)C#C (phenylacetylene), raw materials. The product is FC(C=1C=C(C=C(C1)C(F)(F)F)NC(C1=C(C=CC(=C1)C#CC1=CC=CC=C1)O)=O)(F)F (N-[3,5-Bis(trifluoromethyl)phenyl]-2-hydroxy-5-(phenylethynyl)-benzamide). RXN SMILES: [F:1][C:2]([F:25])([F:24])[C:3]1[CH:4]=[C:5]([NH:13][C:14](=[O:23])[C:15]2[CH:20]=[C:19](I)[CH:18]=[CH:17][C:16]=2[OH:22])[CH:6]=[C:7]([C:9]([F:12])([F:11])[F:10])[CH:8]=1.[C:26]1([C:32]#[CH:33])[CH:31]=[CH:30][CH:29]=[CH:28][CH:27]=1>>[F:1][C:2]([F:25])([F:24])[C:3]1[CH:4]=[C:5]([NH:13][C:14](=[O:23])[C:15]2[CH:20]=[C:19]([C:33]#[C:32][C:26]3[CH:31]=[CH:30][CH:29]=[CH:28][CH:27]=3)[CH:18]=[CH:17][C:16]=2[OH:22])[CH:6]=[C:7]([C:9]([F:12])([F:11])[F:10])[CH:8]=1. Procedure: Using N-[3,5-bis(trifluoromethyl)phenyl]-2-hydroxy-5-iodobenzamide and phenylacetylene as the raw materials, the same operation as the example 66 gave the title compound. Reactants: [B-](F)(F)(F)F.CCOC(=O)C(=NOC(=[N+](C)C)N(C)C)C#N (TOTU), [N+](=O)([O-])C1=CC=C(C=C1)[C@H](C)N ((S)-1-(4-nitrophenyl)-ethylamine), [Na].C(N)(=N)C1=CC=C(C=C1)NC(C(C(=O)O)C1=CC=CC=C1)=O (N-(4-Carbamimidoyl-phenyl)-2-phenyl-malonamic sodium). The solvent is CN(C)C=O (DMF), CN(C)C=O (DMF), CN(C)C=O (DMF). Conditions: time 30 minute. The product is C(N)(=N)C1=CC=C(C=C1)NC(C(C(=O)NC(C)C1=CC=C(C=C1)[N+](=O)[O-])C1=CC=CC=C1)=O (N-(4-Carbamimidoyl-phenyl)-N′-[1-(4-nitro-phenyl)-ethyl]-2-phenyl-malonamide). Reaction SMILES: [Na].[C:2]([C:5]1[CH:10]=[CH:9][C:8]([NH:11][C:12](=[O:23])[CH:13]([C:17]2[CH:22]=[CH:21][CH:20]=[CH:19][CH:18]=2)[C:14]([OH:16])=O)=[CH:7][CH:6]=1)(=[NH:4])[NH2:3].[B-](F)(F)(F)F.CCOC(C(C#N)=NOC(N(C)C)=[N+](C)C)=O.[N+:46]([C:49]1[CH:54]=[CH:53][C:52]([C@@H:55]([NH2:57])[CH3:56])=[CH:51][CH:50]=1)([O-:48])=[O:47]>CN(C=O)C>[C:2]([C:5]1[CH:6]=[CH:7][C:8]([NH:11][C:12](=[O:23])[CH:13]([C:17]2[CH:22]=[CH:21][CH:20]=[CH:19][CH:18]=2)[C:14]([NH:57][CH:55]([C:52]2[CH:51]=[CH:50][C:49]([N+:46]([O-:48])=[O:47])=[CH:54][CH:53]=2)[CH3:56])=[O:16])=[CH:9][CH:10]=1)(=[NH:4])[NH2:3] |f:0.1,2.3,^1:0|. Procedure details: 75 mg (0.235 mmol) of the sodium salt from example 2 were dissolved in 2.5 ml DMF. 85 mg (0.265 mmol) TOTU in 2.5 ml DMF were added and stirred for 30 min at rt. Then 34 μl (0.265 mmol) NEM and 53.7 mg (0.265 mmol) of (S)-1-(4-nitrophenyl)-ethylamine in 0.5 ml of DMF was added and the mixture stirred at rt overnight. After filtration, the filtrate was evaporated to dryness and purified by prep. RP-HPLC. Run in N1=CC=CC=C1 (pyridine). Procedure details: 5.5 g of 5-cyclooctyl-2-methylenevaleric acid ethyl ester, in the form of an oil, which is purified by chromatography on silica gel (migrating agent: 95:5 petroleum ether/ethyl acetate), are obtained by the procedure described in Example (1b) from 10.1 g of (3-cyclooctylpropyl)-malonic acid ethyl ester, 1.28 g of paraformaldehyde, 10 ml of pyridine and 0.5 ml of piperidine. As a reaction SMILES: [CH2:1]([O:3][C:4](=[O:20])[CH:5]([CH2:9][CH2:10][CH2:11][CH:12]1[CH2:19][CH2:18][CH2:17][CH2:16][CH2:15][CH2:14][CH2:13]1)[C:6](O)=O)[CH3:2].C=O.N1CCCCC1>N1C=CC=CC=1>[CH2:1]([O:3][C:4](=[O:20])[C:5](=[CH2:6])[CH2:9][CH2:10][CH2:11][CH:12]1[CH2:19][CH2:18][CH2:17][CH2:16][CH2:15][CH2:14][CH2:13]1)[CH3:2]. The reactants are C(C)OC(C(C(=O)O)CCCC1CCCCCCC1)=O ((3-cyclooctylpropyl)-malonic acid ethyl ester), C=O (paraformaldehyde), N1CCCCC1 (piperidine). Product: C(C)OC(C(CCCC1CCCCCCC1)=C)=O (5-Cyclooctyl-2-methylenevaleric acid ethyl ester). The reactants are CCO, Cc1cc2cn[nH]c2cc1[N+](=O)[O-], N, O=S(=O)([O-])[O-], O. Product: Cc1cc2cn[nH]c2cc1N. RXN SMILES: [CH3:19][CH2:20][OH:21].[CH3:1][c:2]1[cH:3][c:4]2[cH:5][n:6][nH:7][c:8]2[cH:9][c:10]1[N+:11]([O-:12])=[O:13].[NH3:23].[O-:14][S:15](=[O:16])(=[O:17])[O-:18].[OH2:22]>>[CH3:1][c:2]1[cH:3][c:4]2[cH:5][n:6][nH:7][c:8]2[cH:9][c:10]1[NH2:11]. Reactants: [H-].[Al+3].[Li+].[H-].[H-].[H-] (lithium aluminum hydride), COCCOCOC1C2=C(SC(C1)C(=O)OCC)SC=C2 (Ethyl 5,6-dihydro-4-methoxyethoxymethoxy-4H-thieno[2,3-b]thiopyran-6-carboxylate), O (water), [OH-].[Na+] (sodium hydroxide), O (water). The solvent is CCOCC (ether), CCOCC (ether), O1CCCC1 (tetrahydrofuran). Run at time 15 hour. Product: OCC1CC(C2=C(S1)SC=C2)OCOCCOC (5,6-dihydro-6-hydroxymethyl-4-methoxyethoxymethoxy-4H-thieno[2,3-b]thiopyran). The yield is 98.9%. Reaction SMILES: [CH3:1][O:2][CH2:3][CH2:4][O:5][CH2:6][O:7][CH:8]1[CH2:13][CH:12]([C:14](OCC)=[O:15])[S:11][C:10]2[S:19][CH:20]=[CH:21][C:9]1=2.[H-].[Al+3].[Li+].[H-].[H-].[H-].O.[OH-].[Na+]>O1CCCC1.CCOCC>[OH:15][CH2:14][CH:12]1[S:11][C:10]2[S:19][CH:20]=[CH:21][C:9]=2[CH:8]([O:7][CH2:6][O:5][CH2:4][CH2:3][O:2][CH3:1])[CH2:13]1 |f:1.2.3.4.5.6,8.9|. Reported procedure: Compound 6 (23.5 g, 0.07 tool) was dissolved in tetrahydrofuran (50 ml). The solution was added dropwise under nitrogen to a stirred suspension of lithium aluminum hydride (3.3 g, 0.0875 mol) in anhydrous ether (100 ml) with cooling in ice. The mixture was stirred at ambient temperature for 15 hrs. The reaction was then cooled in ice and decomposed by carefully adding dropwise water (3.5 ml), 20% sodium hydroxide (2.6 ml) and water (12.3 ml). The mixture was diluted with ether (100 ml) and filte... Reactants: ClC=1C=C(C=CC1Cl)SCCCCCOC=1C=CC2=C(C(OC(N2)=O)(C)C)C1 (6-[5-(3,4-dichlorophenylmercapto)-pentoxy]-4,4-dimethyl-4H-3,1-benzoxazin-2-one), OO (hydrogen peroxide). The product is ClC=1C=C(C=CC1Cl)S(=O)CCCCCOC=1C=CC2=C(C(OC(N2)=O)(C)C)C1 (6-[5-(3,4-Dichloro-phenylsulfinyl)-pentoxy]-4,4-dimethyl-4H-3,1-benzoxazin-2-one). Reaction SMILES: [Cl:1][C:2]1[CH:3]=[C:4]([S:9][CH2:10][CH2:11][CH2:12][CH2:13][CH2:14][O:15][C:16]2[CH:17]=[CH:18][C:19]3[NH:24][C:23](=[O:25])[O:22][C:21]([CH3:27])([CH3:26])[C:20]=3[CH:28]=2)[CH:5]=[CH:6][C:7]=1[Cl:8].[OH:29]O>>[Cl:1][C:2]1[CH:3]=[C:4]([S:9]([CH2:10][CH2:11][CH2:12][CH2:13][CH2:14][O:15][C:16]2[CH:17]=[CH:18][C:19]3[NH:24][C:23](=[O:25])[O:22][C:21]([CH3:26])([CH3:27])[C:20]=3[CH:28]=2)=[O:29])[CH:5]=[CH:6][C:7]=1[Cl:8]. Reported procedure: Prepared analogously to Example 2 from 6-[5-(3,4-dichlorophenylmercapto)-pentoxy]-4,4-dimethyl-4H-3,1-benzoxazin-2-one and hydrogen peroxide. The reactants are C(C)OC([C@@H](NC(=O)OCC1=CC=CC=C1)CCC(=O)O)=O (N-CBZ-L-glutamic acid-α-ethyl ester), ON1C(CCC1=O)=O (N-hydroxysuccinimide), C1(CCCCC1)N=C=NC1CCCCC1 (dicyclohexylcarbodimide). Run in O1CCOCC1 (dioxane). Reaction conditions: time 24 hour. Yields the product C(C)OC([C@@H](NC(=O)OCC1=CC=CC=C1)CCC(=O)ON1C(CCC1=O)=O)=O (N-CBZ-O5 -Succinimido-L-Glutamic Acid O-Ethyl Ester). RXN SMILES: [CH2:1]([O:3][C:4](=[O:22])[C@H:5]([CH2:17][CH2:18][C:19]([OH:21])=[O:20])[NH:6][C:7]([O:9][CH2:10][C:11]1[CH:16]=[CH:15][CH:14]=[CH:13][CH:12]=1)=[O:8])[CH3:2].O[N:24]1[C:28](=[O:29])[CH2:27][CH2:26][C:25]1=[O:30].C1(N=C=NC2CCCCC2)CCCCC1>O1CCOCC1>[CH2:1]([O:3][C:4](=[O:22])[C@H:5]([CH2:17][CH2:18][C:19]([O:21][N:24]1[C:28](=[O:29])[CH2:27][CH2:26][C:25]1=[O:30])=[O:20])[NH:6][C:7]([O:9][CH2:10][C:11]1[CH:16]=[CH:15][CH:14]=[CH:13][CH:12]=1)=[O:8])[CH3:2]. Reported procedure: To a solution of N-CBZ-L-glutamic acid-α-ethyl ester (0.096 mole, 29.6 g.) and N-hydroxysuccinimide (0.1 mole, 11.5 g.) in 200 ml. of dioxane was added with stirring at room temperature (0.1 mole, 21 g.) of dicyclohexylcarbodimide. After stirring 24 hours at room temperature, the mixture was filtered to remove dicyclohexylurea. The filtrate was concentrated in vacuo to give an oil. This oil failed to crystallize and was used in the next step without further purification. Starting materials: IC=1C=C(C=CC1O)C=CC(=O)O (3-(3-iodo-4-hydroxyphenyl)-2-propenoic acid), C(C)OC([C@@H](N)CC1=CC=C(C=C1)O)=O (tyrosine ethyl ester), CN1CCCC1=O (NMP), CCN=C=NCCCN(C)C.Cl (EDCI HCl), CN1CCCC1=O (NMP). Solvent: C(C)(=O)OCC (ethyl acetate). Run at time 8 hour. The product is IC=1C=C(C=CC1O)C=CC(=O)O.C(C)OC([C@@H](N)CC1=CC=C(C=C1)O)=O (3-(3-iodo-4-hydroxyphenyl)-2-propenoic acid tyrosine ethyl ester). As a reaction SMILES: [I:1][C:2]1[CH:3]=[C:4]([CH:9]=[CH:10][C:11]([OH:13])=[O:12])[CH:5]=[CH:6][C:7]=1[OH:8].[CH2:14]([O:16][C:17](=[O:28])[C@H:18]([CH2:20][C:21]1[CH:26]=[CH:25][C:24]([OH:27])=[CH:23][CH:22]=1)[NH2:19])[CH3:15].CN1C(=O)CCC1.CCN=C=NCCCN(C)C.Cl>C(OCC)(=O)C>[I:1][C:2]1[CH:3]=[C:4]([CH:9]=[CH:10][C:11]([OH:13])=[O:12])[CH:5]=[CH:6][C:7]=1[OH:8].[CH2:14]([O:16][C:17](=[O:28])[C@H:18]([CH2:20][C:21]1[CH:22]=[CH:23][C:24]([OH:27])=[CH:25][CH:26]=1)[NH2:19])[CH3:15] |f:3.4,6.7|. Procedure: To a 250 mL 3-necked round bottomed flask equipped with an overhead stirrer may be added 17.0 g of 3-(3-iodo-4-hydroxyphenyl)-2-propenoic acid, 12.25 g (0.0585 moles) or tyrosine ethyl ester, and 25 mL of NMP. The mixture may be stirred until a clear solution is obtained. The flask may be cooled in an ice-water bath, the 11.84 g (0.0619 moles) of EDCI HCl may be added in one portion, followed by 15 mL of NMP. The cooling bath may be removed after 2.5 hours, and the reaction may be allowed to con... The reactants are CC(C)(CC=O)NC(=O)OC(C)(C)C, C1CCOC1, CC(C)(C)[O-], CCOC(=O)CP(=O)(OCC)OCC, CCOC(C)=O, Cl, [K+]. Product: CCOC(=O)C=CCC(C)(C)NC(=O)OC(C)(C)C. Reaction SMILES: [C:21]([CH3:22])([CH3:23])([CH3:24])[O:25][C:26](=[O:27])[NH:28][C:29]([CH2:30][CH:31]=[O:32])([CH3:33])[CH3:34].[CH2:35]1[O:36][CH2:37][CH2:38][CH2:39]1.[CH3:15][C:16]([CH3:17])([O-:18])[CH3:19].[CH3:1][CH2:2][O:3][C:4](=[O:5])[CH2:6][P:7]([O:8][CH2:9][CH3:10])([O:11][CH2:12][CH3:13])=[O:14].[CH3:40][CH2:41][O:42][C:43](=[O:44])[CH3:45].[ClH:46].[K+:20]>>[CH3:1][CH2:2][O:3][C:4](=[O:5])[CH:6]=[CH:31][CH2:30][C:29]([NH:28][C:26]([O:25][C:21]([CH3:22])([CH3:23])[CH3:24])=[O:27])([CH3:33])[CH3:34].